From a dataset of the Open Reaction Database (ORD), a public repository of structured organic reaction records. describe an organic reaction: reactants, conditions, products, and yield Reactants: Cl.CN1C(CC(CC1(C)C)O)(C)C (1,2,2,6,6-pentamethylpiperidin-4-ol hydrochloride), 17.10, CN1C(CC(CC1(C)C)O)(C)C (1,2,2,6,6-pentamethylpiperidin-4-ol), C(CCCCCCCCC(=O)Cl)(=O)Cl (sebacoyl chloride). The solvent is C1=CC=CC=C1 (benzene). Product: CN1C(CC(CC1(C)C)OC(CCCCCCCCC(=O)OC1CC(N(C(C1)(C)C)C)(C)C)=O)(C)C (bis-(1,2,2,6,6-pentamethyl-4-piperidinyl)sebacate). Reaction SMILES: [CH3:1][N:2]1[C:7]([CH3:9])([CH3:8])[CH2:6][CH:5]([OH:10])[CH2:4][C:3]1([CH3:12])[CH3:11].[C:13](Cl)(=[O:25])[CH2:14][CH2:15][CH2:16][CH2:17][CH2:18][CH2:19][CH2:20][CH2:21][C:22](Cl)=[O:23].Cl.[CH3:28][N:29]1[C:34]([CH3:36])([CH3:35])[CH2:33][CH:32]([OH:37])[CH2:31][C:30]1([CH3:39])[CH3:38]>C1C=CC=CC=1>[CH3:1][N:2]1[C:7]([CH3:8])([CH3:9])[CH2:6][CH:5]([O:10][C:13](=[O:25])[CH2:14][CH2:15][CH2:16][CH2:17][CH2:18][CH2:19][CH2:20][CH2:21][C:22]([O:37][CH:32]2[CH2:31][C:30]([CH3:38])([CH3:39])[N:29]([CH3:28])[C:34]([CH3:36])([CH3:35])[CH2:33]2)=[O:23])[CH2:4][C:3]1([CH3:12])[CH3:11] |f:2.3|. Procedure details: A solution of 17.10 parts of 1,2,2,6,6-pentamethylpiperidin-4-ol in 50 parts of dry benzene was stirred at 15°-20° C. whilst adding 6.0 parts of sebacoyl chloride dropwise over 15 minutes. The mixture was stirred for a further 12 hours at room temperature after which the 1,2,2,6,6-pentamethylpiperidin-4-ol hydrochloride formed during the reaction was filtered off. The benzene was removed by distillation under reduced pressure to give a yellow oil, which was distilled under reduced pressure to gi... Starting materials: CC(C)=O, Cc1cccc(OCCCO)c1. Product: Cc1cccc(OCCC(=O)O)c1. RXN SMILES: [CH3:13][C:14]([CH3:15])=[O:16].[CH3:1][c:2]1[cH:3][c:4]([O:5][CH2:6][CH2:7][CH2:8][OH:9])[cH:10][cH:11][cH:12]1>>[CH3:1][c:2]1[cH:3][c:4]([O:5][CH2:6][CH2:7][C:8](=[O:9])[OH:16])[cH:10][cH:11][cH:12]1. Run at time 1 hour. RXN SMILES: [C:1]([N:8]1C=CN=C1)(N1C=CN=C1)=[O:2].[Si:13]([O:20][CH:21](O)[CH2:22][C:23]1[S:24][C:25]([Cl:28])=[CH:26][CH:27]=1)([C:16]([CH3:19])([CH3:18])[CH3:17])([CH3:15])[CH3:14].[OH-:30].[NH4+]>ClCCl>[Si:13]([O:20][CH2:21][CH:22]([C:23]1[S:24][C:25]([Cl:28])=[CH:26][CH:27]=1)[O:30][C:1](=[O:2])[NH2:8])([C:16]([CH3:19])([CH3:18])[CH3:17])([CH3:15])[CH3:14] |f:2.3|. Reported procedure: Imidazole (0.45 g) was added to a solution of 1(5-chloro-2-thienyl)-1,2-ethanediol (1.0 g, 5.6 mmol) and tert-butyldimethylsilyl chloride (0.80 g) in N,N-dimethylformamide (5 ml) at 5°. The reaction mixture was allowed to come to room temperature and stirred 1 hour, extracted with ethyl acetate, washed with 0.5N aqueous hydrochloric acid, saturated sodium bicarbonate and brine. The extracts were dried over sodium sulfate, filtered, concentrated in vacuo. 1-tert-butyldimethylsilyloxy-2-(5-chloro-... Yields the product [Si](C)(C)(C(C)(C)C)OCC(OC(N)=O)C=1SC(=CC1)Cl (1-tert-butyldimethylsilyloxy-2-(5-chloro-2-thienyl)-2-carbamoyloxyethane). Reactants: C(=O)(N1C=NC=C1)N1C=NC=C1 (1,1′-Carbonyldiimidazole), [Si](C)(C)(C(C)(C)C)OC(CC=1SC(=CC1)Cl)O (1-tert-butyldimethylsilyloxy-2-(5-chloro-2-thienyl)ethan-1-ol), [OH-].[NH4+] (Ammonium hydroxide). The solvent is ClCCl (dichloromethane). Product: N1(CCOCC1)C=1C=C(C=NC1)C(CC#N)N1N=CC(=C1)C=1C2=C(N=CN1)N(C=C2)COCC[Si](C)(C)C (3-(5-morpholin-4-ylpyridin-3-yl)-3-[4-(7-[2-(trimethylsilyl)ethoxy]methyl-7H-pyrrolo[2,3-d]pyrimidin-4-yl)-1H-pyrazol-1-yl]propanenitrile). Isolated yield 125.6%. Starting materials: N1N=CC(=C1)C=1C2=C(N=CN1)N(C=C2)COCC[Si](C)(C)C (4-(1H-pyrazol-4-yl)-7-[2-(trimethylsilyl)ethoxy]methyl-7H-pyrrolo[2,3-d]-pyrimidine), C(C)#N (ACN), 2E, N1(CCOCC1)C=1C=C(C=NC1)C=CC#N (3-(5-morpholin-4-ylpyridin-3-yl)acrylonitrile), C1CCC2=NCCCN2CC1 (DBU). Procedure: To a solution of 4-(1H-pyrazol-4-yl)-7-[2-(trimethylsilyl)ethoxy]methyl-7H-pyrrolo[2,3-d]-pyrimidine (120 mg, 0.00038 mol) in ACN (10 mL, 0.2 mol) and (2E & Z)-3-(5-morpholin-4-ylpyridin-3-yl)acrylonitrile (70 mg, 0.0003 mol) (mixture of isomers), DBU (50 μL, 0.0003 mol) was added and the resulting mixture was stirred overnight. The mixture was partitioned between water and ethyl acetate. The combined organic layers were washed with saturated sodium chloride, dried over magnesium sulfate, filter... Reaction conditions: time 8 hour. As a reaction SMILES: [NH:1]1[CH:5]=[C:4]([C:6]2[C:7]3[CH:14]=[CH:13][N:12]([CH2:15][O:16][CH2:17][CH2:18][Si:19]([CH3:22])([CH3:21])[CH3:20])[C:8]=3[N:9]=[CH:10][N:11]=2)[CH:3]=[N:2]1.C(#N)C.[N:26]1([C:32]2[CH:33]=[C:34]([CH:38]=[CH:39][C:40]#[N:41])[CH:35]=[N:36][CH:37]=2)[CH2:31][CH2:30][O:29][CH2:28][CH2:27]1.C1CCN2C(=NCCC2)CC1>>[N:26]1([C:32]2[CH:33]=[C:34]([CH:38]([N:1]3[CH:5]=[C:4]([C:6]4[C:7]5[CH:14]=[CH:13][N:12]([CH2:15][O:16][CH2:17][CH2:18][Si:19]([CH3:22])([CH3:21])[CH3:20])[C:8]=5[N:9]=[CH:10][N:11]=4)[CH:3]=[N:2]3)[CH2:39][C:40]#[N:41])[CH:35]=[N:36][CH:37]=2)[CH2:31][CH2:30][O:29][CH2:28][CH2:27]1. Starting materials: ClC=1C(=NC=CC1)N1CCC(=CC1)C(=O)O (1-(3-chloropyridin-2-yl)-1,2,3,6-tetrahydropyridine-4-carboxylic acid), ClC=1C(=NC=CC1)N1CCC(=CC1)C(=O)O (1-(3-chloropyridin-2-yl)-1,2,3,6-tetrahydropyridine-4-carboxylic acid), S(=O)(Cl)Cl (thionyl chloride). Run in C1=CC=CC=C1 (benzene). Product: ClC=1C(=NC=CC1)N1CCC(=CC1)C(=O)Cl (1-(3-chloropyridin-2-yl)-1,2,3,6-tetrahydropyridine-4-carbonyl Chloride). Reaction SMILES: [Cl:1][C:2]1[C:3]([N:8]2[CH2:13][CH:12]=[C:11]([C:14]([OH:16])=O)[CH2:10][CH2:9]2)=[N:4][CH:5]=[CH:6][CH:7]=1.S(Cl)([Cl:19])=O>C1C=CC=CC=1>[Cl:1][C:2]1[C:3]([N:8]2[CH2:13][CH:12]=[C:11]([C:14]([Cl:19])=[O:16])[CH2:10][CH2:9]2)=[N:4][CH:5]=[CH:6][CH:7]=1. Procedure: A solution of 1-(3-chloropyridin-2-yl)-1,2,3,6-tetrahydropyridine-4-carboxylic acid (compound 24) (8 g, 34 mmol) and thionyl chloride (12 g, 100 mmol) in benzene was refluxed for two hours. The solvent was evaporated to give a crude product, which can be directly used for the next step. Starting materials: N1CCCCC1 (piperidine), 32.9, ClCC(CC(=O)OCC)=O (ethyl 4-chloroacetoacetate), C(C)=O (acetaldehyde), ice. The solvent is C(C)(=O)OCC (ethyl acetate). Reaction conditions: time 5.5 hour. Product: C(C)=C(C(=O)OCC)C(CCl)=O (Ethyl 2-ethylidene-4-chloro-3-oxobutyrate). As a reaction SMILES: N1CCC[CH2:3][CH2:2]1.[Cl:7][CH2:8][C:9](=[O:16])[CH2:10][C:11]([O:13][CH2:14][CH3:15])=[O:12].C(=O)C>C(OCC)(=O)C>[CH:2](=[C:10]([C:9](=[O:16])[CH2:8][Cl:7])[C:11]([O:13][CH2:14][CH3:15])=[O:12])[CH3:3]. Reported procedure: 0.25 part by weight of piperidine is added dropwise to a mixture of 32.9 parts by weight of ethyl 4-chloroacetoacetate and 9.6 parts by weight of acetaldehyde at -20° C. The mixture is left to stand at -20° C. for 5 to 6 hours and ice-cold 1N hydrochloric acid and ethyl acetate are then added. The ethyl acetate phase is separated off, extracted twice more with 1N hydrochloric acid and then once with water, dried over magnesium sulphate and concentrated. 35.6 parts by weight of a yellow oil are o... Reactants: NCCCCO (4-Amino-1-butanol), ClC1=C(C(=O)NCC23CC4CC(CC(C2)C4)C3)C=C(C=C1)CCCOS(=O)(=O)C (2-chloro-5-[3-[(methylsulfonyl)oxy]propyl]-N-(tricyclo[3.3.1.13,7]dec-1-ylmethyl)-benzamide). Solvent: O1CCCC1 (tetrahydrofuran), C(C)(=O)OCC (ethyl acetate). Conditions: temperature 60 celsius. Product: ClC1=C(C(=O)NCC23CC4CC(CC(C2)C4)C3)C=C(C=C1)CCCNCCCCO (2-Chloro-5-[3-[(4-hydroxybutyl)amino]propyl]-N-(tricyclo[3.3.1.13,7]dec-1-ylmethyl)-benzamide), acetate salt. As a reaction SMILES: [NH2:1][CH2:2][CH2:3][CH2:4][CH2:5][OH:6].[Cl:7][C:8]1[CH:27]=[CH:26][C:25]([CH2:28][CH2:29][CH2:30]OS(C)(=O)=O)=[CH:24][C:9]=1[C:10]([NH:12][CH2:13][C:14]12[CH2:23][CH:18]3[CH2:19][CH:20]([CH2:22][CH:16]([CH2:17]3)[CH2:15]1)[CH2:21]2)=[O:11]>O1CCCC1.C(OCC)(=O)C>[Cl:7][C:8]1[CH:27]=[CH:26][C:25]([CH2:28][CH2:29][CH2:30][NH:1][CH2:2][CH2:3][CH2:4][CH2:5][OH:6])=[CH:24][C:9]=1[C:10]([NH:12][CH2:13][C:14]12[CH2:23][CH:18]3[CH2:19][CH:20]([CH2:22][CH:16]([CH2:17]3)[CH2:15]1)[CH2:21]2)=[O:11]. Procedure details: 4-Amino-1-butanol (0.11 ml) was added to a solution of 2-chloro-5-[3-[(methylsulfonyl)oxy]propyl]-N-(tricyclo[3.3.1.13,7]dec-1-ylmethyl)-benzamide (0.25 g, Example 6e) in tetrahydrofuran (4 ml) and heated at 60° C. in a sealed tube for 12 h. On cooling to ambient temperature, the mixture was diluted with ethyl acetate and extracted twice with saturated aqueous sodium hydrogencarbonate solution and once with brine, dried over magnesian sulfate and concentrated under reduced pressure. Purification... As a reaction SMILES: [Br:1][c:2]1[cH:3][c:4]([CH2:21][CH2:22][C:23](=[O:24])[O:25][CH3:26])[cH:5][c:6]([N+:18](=[O:19])[O-:20])[c:7]1[O:8][CH:9]1[CH2:10][c:11]2[cH:12][cH:13][cH:14][cH:15][c:16]2[CH2:17]1.[C:68]([O-:69])(=[O:70])[CH3:71].[C:73]([O-:74])(=[O:75])[CH3:76].[CH2:83]1[O:84][CH2:85][CH2:86][CH2:87]1.[CH3:27][n:28]1[n:29][cH:30][c:31]2[cH:32][c:33]([B:37]([OH:38])[OH:39])[cH:34][cH:35][c:36]12.[CH3:77][CH2:78][O:79][C:80](=[O:81])[CH3:82].[K+:64].[K+:65].[K+:66].[OH2:67].[P:59]([O-:60])([O-:61])([O-:62])=[O:63].[Pd+2:72].[c:40]1([P:41]([c:42]2[cH:43][cH:44][cH:45][cH:46][cH:47]2)[c:48]2[cH:49][cH:50][cH:51][cH:52][cH:53]2)[cH:54][cH:55][cH:56][cH:57][cH:58]1>>[c:2]1(-[c:33]2[cH:32][c:31]3[cH:30][n:29][n:28]([CH3:27])[c:36]3[cH:35][cH:34]2)[cH:3][c:4]([CH2:21][CH2:22][C:23](=[O:24])[O:25][CH3:26])[cH:5][c:6]([N+:18](=[O:19])[O-:20])[c:7]1[O:8][CH:9]1[CH2:10][c:11]2[cH:12][cH:13][cH:14][cH:15][c:16]2[CH2:17]1. The product is COC(=O)CCc1cc(-c2ccc3c(cnn3C)c2)c(OC2Cc3ccccc3C2)c([N+](=O)[O-])c1. Reactants: COC(=O)CCc1cc(Br)c(OC2Cc3ccccc3C2)c([N+](=O)[O-])c1, CC(=O)[O-], CC(=O)[O-], C1CCOC1, Cn1ncc2cc(B(O)O)ccc21, CCOC(C)=O, [K+], [K+], [K+], O, O=P([O-])([O-])[O-], [Pd+2], c1ccc(P(c2ccccc2)c2ccccc2)cc1. The reactants are S1C=C(C=C1)CC#N (thiophen-3-yl-acetonitrile), CO (methanol), Cl (hydrogen chloride). The solvent is O1CCCC1 (tetrahydrofuran). Run at time 20 minute. Yields the product Cl.S1C=C(C=C1)CCN (2-Thiophene-3-yl-ethylamine hydrochloride). The yield is 94.0%. As a reaction SMILES: [S:1]1[CH:5]=[CH:4][C:3]([CH2:6][C:7]#[N:8])=[CH:2]1.CO.[ClH:11]>O1CCCC1>[ClH:11].[S:1]1[CH:5]=[CH:4][C:3]([CH2:6][CH2:7][NH2:8])=[CH:2]1 |f:4.5|. Procedure details: Slowly add borane methyl sulfide complex (30.4 mL, 304.4 mmol) to a solution of thiophen-3-yl-acetonitrile (25.0 g, 203.0 mmol) in tetrahydrofuran (450 mL). Heat the reaction at reflux for 16 h and then cool to RT. Slowly quench the reaction with methanol (50 mL) until no foaming is observed. To this mixture slowly add methanol (100 mL) which is saturated with hydrogen chloride. Stir the mixture at RT for 20 min before concentrating in vacuo. Add methanol (100 mL) to the mixture and concentrate ...